Dataset: the Open Reaction Database (ORD), a public repository of structured organic reaction records. Task: describe an organic reaction: reactants, conditions, products, and yield Reactants: CC(C)(C)c1ccccc1S, CC(C)=O, C=C(Cl)CCl, [K+], [K+], O=C([O-])[O-]. Product: C=C(Cl)CSc1ccccc1C(C)(C)C. RXN SMILES: [C:1]([CH3:2])([CH3:3])([CH3:4])[c:5]1[c:6]([SH:11])[cH:7][cH:8][cH:9][cH:10]1.[CH3:23][C:24](=[O:25])[CH3:26].[Cl:12][C:13](=[CH2:14])[CH2:15][Cl:16].[K+:17].[K+:18].[O-:19][C:20]([O-:21])=[O:22]>>[C:1]([CH3:2])([CH3:3])([CH3:4])[c:5]1[c:6]([S:11][CH2:15][C:13]([Cl:12])=[CH2:14])[cH:7][cH:8][cH:9][cH:10]1. The reactants are C(C)OC(=O)C1=CC2=C(S1)C=C(C=C2)C=O (6-formyl-benzo[b]thiophene-2-carboxylic acid ethyl ester), COC1=CC=C(CN)C=C1 (4-methoxy-benzylamine), C(C)(=O)O[BH-](OC(C)=O)OC(C)=O.[Na+] (sodium triacetoxyborohydride), C(C)(=O)O (acetic acid). Solvent: C(Cl)Cl (CH2Cl2), C(=O)(O)[O-].[Na+] (NaHCO3), ClC(C)Cl (dichloroethane). Product: C(C)OC(=O)C1=CC2=C(S1)C=C(C=C2)CNCC2=CC=C(C=C2)OC (6-[(4-methoxy-benzylamino)-methyl]-benzo[b]thiophene-2-carboxylic acid ethyl ester). As a reaction SMILES: [CH2:1]([O:3][C:4]([C:6]1[S:10][C:9]2[CH:11]=[C:12]([CH:15]=O)[CH:13]=[CH:14][C:8]=2[CH:7]=1)=[O:5])[CH3:2].[CH3:17][O:18][C:19]1[CH:26]=[CH:25][C:22]([CH2:23][NH2:24])=[CH:21][CH:20]=1.C(O[BH-](OC(=O)C)OC(=O)C)(=O)C.[Na+].C(O)(=O)C>ClC(Cl)C.C(Cl)Cl.C([O-])(O)=O.[Na+]>[CH2:1]([O:3][C:4]([C:6]1[S:10][C:9]2[CH:11]=[C:12]([CH2:15][NH:24][CH2:23][C:22]3[CH:25]=[CH:26][C:19]([O:18][CH3:17])=[CH:20][CH:21]=3)[CH:13]=[CH:14][C:8]=2[CH:7]=1)=[O:5])[CH3:2] |f:2.3,7.8|. Procedure details: To a solution of 6-formyl-benzo[b]thiophene-2-carboxylic acid ethyl ester (1.05 g, 4.48 mmol) and 4-methoxy-benzylamine (0.76 mL, 5.86 mmol) in anhydrous dichloroethane (40 mL) were added sodium triacetoxyborohydride (2.87 g, 13.5 mmol) and acetic acid (0.25 mL, 4.4 mmol). After the reaction was complete, the reaction mixture was diluted with 60 mL of CH2Cl2 and 40 mL of saturated NaHCO3. The organic layer was separated, washed with 50 mL of water, 50 mL of brine and then dried over Na2SO4. Afte... Reactants: CC(=O)O, CCO, [Na], CC(=O)C=C(C)C, CCOP([O-])OCC. Yields the product CCOP(=O)(OCC)C(C)(C)CC(C)=O. RXN SMILES: [CH3:17][C:18](=[O:19])[OH:20].[CH3:21][CH2:22][OH:23].[Na:16].[O:1]=[C:2]([CH3:3])[CH:4]=[C:5]([CH3:6])[CH3:7].[P:8]([O:9][CH2:10][CH3:11])([O:12][CH2:13][CH3:14])[O-:15]>>[O:1]=[C:2]([CH3:3])[CH2:4][C:5]([CH3:6])([CH3:7])[P:8]([O:9][CH2:10][CH3:11])([O:12][CH2:13][CH3:14])=[O:15]. Reactants: C(C1=CC=CC=C1)OC1=CC=C(C=C1)C(O)C1=C(C=CC(=C1)Br)C ((4-(benzyloxy)phenyl)(5-bromo-2-methylphenyl)methanol), aryl lithium, C(CCC)[Li] (n-butyllithium), O[C@@H]1[C@@H](O[C@H]2OC(O[C@H]21)(C)C)C(=O)N2CCOCC2 (((3aS,5R,6S,6aS)-6-hydroxy-2,2-dimethyltetrahydrofuro[2,3-d][1,3]dioxol-5-yl)(morpholino)methanone), C(C)(C)(C)[Mg]Cl (tert-butylmagnesium chloride). The solvent is C1CCOC1 (THF), C1CCOC1 (THF). Conditions: time 30 minute. Yields the product C(C1=CC=CC=C1)OC1=CC=C(CC=2C=C(C=CC2C)C(=O)[C@H]2[C@H]([C@H]3[C@H](OC(O3)(C)C)O2)O)C=C1 ((3-(4-(benzyloxy)benzyl)-4-methylphenyl)((3aS,5R,6S,6aS)-6-hydroxy-2,2-dimethyltetrahydrofuro[2,3-d][1,3]dioxol-5-yl)methanone). Yield: 69.5%. Reaction SMILES: [CH2:1]([O:8][C:9]1[CH:14]=[CH:13][C:12]([CH:15]([C:17]2[CH:22]=[C:21](Br)[CH:20]=[CH:19][C:18]=2[CH3:24])O)=[CH:11][CH:10]=1)[C:2]1[CH:7]=[CH:6][CH:5]=[CH:4][CH:3]=1.C([Li])CCC.[OH:30][C@H:31]1[C@H:38]2[C@H:34]([O:35][C:36]([CH3:40])([CH3:39])[O:37]2)[O:33][C@H:32]1[C:41](N1CCOCC1)=[O:42].C([Mg]Cl)(C)(C)C>C1COCC1>[CH2:1]([O:8][C:9]1[CH:14]=[CH:13][C:12]([CH2:15][C:17]2[CH:22]=[C:21]([C:41]([C@@H:32]3[O:33][C@H:34]4[O:35][C:36]([CH3:40])([CH3:39])[O:37][C@H:38]4[C@@H:31]3[OH:30])=[O:42])[CH:20]=[CH:19][C:18]=2[CH3:24])=[CH:11][CH:10]=1)[C:2]1[CH:7]=[CH:6][CH:5]=[CH:4][CH:3]=1. Procedure details: To a solution of 2-(4-(benzyloxy)benzyl)-4-bromo-1-methylbenzene (34, 2.71 g, 7.4 mmol) in THF (37 mL) under nitrogen at −78° C. was slowly added n-butyllithium (3.3 mL of 2.5 M solution in hexanes, 8.1 mmol), and the reaction was stirred for 30 min. Meanwhile, to a solution of ((3aS,5R,6S,6aS)-6-hydroxy-2,2-dimethyltetrahydrofuro[2,3-d][1,3]dioxol-5-yl)(morpholino)methanone (2.02 g, 7.4 mmol) in THF (37 mL) under nitrogen at 0° C. was added tert-butylmagnesium chloride (8.1 mL of 1 M solution i... The product is CCCCc1nc(C(O)(C(C)C)C(C)C)c(C#N)[nH]1. RXN SMILES: [Br-:17].[CH2:1]([CH2:2][CH2:3][CH3:4])[c:5]1[nH:6][c:7]([C:15]#[N:16])[c:8]([C:10]([CH:11]([CH3:12])[CH3:13])=[O:14])[n:9]1.[CH:18]([CH3:19])([CH3:20])[Mg+:21].[O:22]1[CH2:23][CH2:24][CH2:25][CH2:26]1>>[CH2:1]([CH2:2][CH2:3][CH3:4])[c:5]1[nH:6][c:7]([C:15]#[N:16])[c:8]([C:10]([CH:11]([CH3:12])[CH3:13])([OH:14])[CH:18]([CH3:19])[CH3:20])[n:9]1. Reactants: [Br-], CCCCc1nc(C(=O)C(C)C)c(C#N)[nH]1, CC(C)[Mg+], C1CCOC1. Reactants: CC=1C(=NN(C1)C1=C(C(=O)O)C=CC=N1)C1=CC=CC=C1 (2-(4-methyl-3-phenyl-1H-pyrazol-1-yl)nicotinic acid), [Cl-].C(C)OC(C(C(CC1=CC=CC=C1)[NH3+])O)=O (4-ethoxy-3-hydroxy-4-oxo-1-phenylbutan-2-aminium chloride). Product: OC(C(=O)OCC)C(CC1=CC=CC=C1)NC(C1=C(N=CC=C1)N1N=C(C(=C1)C)C1=CC=CC=C1)=O (Ethyl 2-hydroxy-3-(2-(4-methyl-3-phenyl-1H-pyrazol-1-yl)nicotinamido)-4-phenylbutanoate). Reaction SMILES: [CH3:1][C:2]1[C:3]([C:16]2[CH:21]=[CH:20][CH:19]=[CH:18][CH:17]=2)=[N:4][N:5]([C:7]2[N:15]=[CH:14][CH:13]=[CH:12][C:8]=2[C:9]([OH:11])=O)[CH:6]=1.[Cl-].[CH2:23]([O:25][C:26](=[O:38])[CH:27]([OH:37])[CH:28]([NH3+:36])[CH2:29][C:30]1[CH:35]=[CH:34][CH:33]=[CH:32][CH:31]=1)[CH3:24]>>[OH:37][CH:27]([CH:28]([NH:36][C:9](=[O:11])[C:8]1[CH:12]=[CH:13][CH:14]=[N:15][C:7]=1[N:5]1[CH:6]=[C:2]([CH3:1])[C:3]([C:16]2[CH:21]=[CH:20][CH:19]=[CH:18][CH:17]=2)=[N:4]1)[CH2:29][C:30]1[CH:31]=[CH:32][CH:33]=[CH:34][CH:35]=1)[C:26]([O:25][CH2:23][CH3:24])=[O:38] |f:1.2|. Reported procedure: The reaction was carried out in analogy to reaction step 1.1 by reacting 2-(4-methyl-3-phenyl-1H-pyrazol-1-yl)nicotinic acid and 4-ethoxy-3-hydroxy-4-oxo-1-phenylbutan-2-aminium chloride. ESI-MS [M+H]+: 485.3 Product: N1C(=NC2=C1C=CC=C2)[C@H]2N(CC(C2)=CC#N)C(=O)C2=CC=C(C#N)C=C2 (4-{[(2S,4EZ)-2-(1H-benzimidazol-2-yl)-4-(cyanomethylene)pyrrolidinyl]-carbonyl}benzonitrile). Reaction SMILES: C(O[C:6]([N:8]1[CH2:12][C:11](=[CH:13][C:14]#[N:15])[CH2:10][C@H:9]1[C:16](O)=O)=[O:7])(C)(C)C.[C:19]([C:21]1[CH:29]=[CH:28][C:24](C(Cl)=O)=[CH:23][CH:22]=1)#[N:20].[C:30]1([NH2:37])[C:31]([NH2:36])=[CH:32][CH:33]=[CH:34][CH:35]=1>>[NH:36]1[C:31]2[CH:32]=[CH:33][CH:34]=[CH:35][C:30]=2[N:37]=[C:16]1[C@@H:9]1[CH2:10][C:11](=[CH:13][C:14]#[N:15])[CH2:12][N:8]1[C:6]([C:24]1[CH:23]=[CH:22][C:21]([C:19]#[N:20])=[CH:29][CH:28]=1)=[O:7]. Reactants: C(C)(C)(C)OC(=O)N1[C@@H](CC(C1)=CC#N)C(=O)O ((2S,4EZ)-1-(tert-butoxycarbonyl)-4-(cyanomethylene)-2-pyrrolidinecarboxylic acid), C(#N)C1=CC=C(C(=O)Cl)C=C1 (4-cyanobenzoyl chloride), C=1(C(=CC=CC1)N)N (1,2-benzenediamine). Procedure: Following the general method as outlined in Example 22, starting from (2S,4EZ)-1-(tert-butoxycarbonyl)-4-(cyanomethylene)-2-pyrrolidinecarboxylic acid, 4-cyanobenzoyl chloride, and 1,2-benzenediamine the title compound was obtained in 84% purity by LC/MS. MS(ESI+): m/z=354.2. The product is FC1=C(C=C(C=C1OC)OC)C1=CC2=C(C=N1)C(=NN2C2OCCCC2)I (6-(2-fluoro-3,5-dimethoxyphenyl)-3-iodo-1-(tetrahydro-2H-pyran-2-yl)-1H-pyrazolo[4,3-c]pyridine). As a reaction SMILES: [B-](F)(F)(F)F.[B-](F)(F)(F)F.C1[N+]2(CCl)CC[N+]([F:21])(CC2)C1.[CH3:22][O:23][C:24]1[CH:25]=[C:26]([C:32]2[N:37]=[CH:36][C:35]3[C:38]([I:47])=[N:39][N:40]([CH:41]4[CH2:46][CH2:45][CH2:44][CH2:43][O:42]4)[C:34]=3[CH:33]=2)[CH:27]=[C:28]([O:30][CH3:31])[CH:29]=1>C(#N)C>[F:21][C:25]1[C:24]([O:23][CH3:22])=[CH:29][C:28]([O:30][CH3:31])=[CH:27][C:26]=1[C:32]1[N:37]=[CH:36][C:35]2[C:38]([I:47])=[N:39][N:40]([CH:41]3[CH2:46][CH2:45][CH2:44][CH2:43][O:42]3)[C:34]=2[CH:33]=1 |f:0.1.2|. Run in C(C)#N (acetonitrile). Procedure: 1-(Chloromethyl)-4-fluoro-1,4-diazoniabicyclo[2.2.2]octane ditetrafluoroborate (0.84 g, 2.4 mmol) (Alfa Aesar Cat. No. L17003) was added to a stirring solution of 6-(3,5-dimethoxyphenyl)-3-iodo-1-(tetrahydro-2H-pyran-2-yl)-1H-pyrazolo[4,3-c]pyridine (0.55 g, 1.2 mmol) in acetonitrile (15 mL). The mixture was stirred at r.t. for 1 h. The solid was filtered out. The filtrate was concentrated under reduced pressure. The residue was purified by flash chromatography on a silica gel column with ethyl ... Conditions: time 1 hour. Isolated yield 89.7%. Reactants: [B-](F)(F)(F)F.[B-](F)(F)(F)F.C1C[N+]2(CC[N+]1(CC2)CCl)F (1-(Chloromethyl)-4-fluoro-1,4-diazoniabicyclo[2.2.2]octane ditetrafluoroborate), COC=1C=C(C=C(C1)OC)C1=CC2=C(C=N1)C(=NN2C2OCCCC2)I (6-(3,5-dimethoxyphenyl)-3-iodo-1-(tetrahydro-2H-pyran-2-yl)-1H-pyrazolo[4,3-c]pyridine). Starting materials: CC(=O)O, CCO, COC(=O)c1cc([N+](=O)[O-])c(N)c2c1OCCO2. The product is COC(=O)c1cc(N)c(N)c2c1OCCO2. RXN SMILES: [CH3:19][C:20](=[O:21])[OH:22].[CH3:23][CH2:24][OH:25].[NH2:1][c:2]1[c:3]([N+:16]([O-:17])=[O:18])[cH:4][c:5]([C:12](=[O:13])[O:14][CH3:15])[c:6]2[c:7]1[O:8][CH2:9][CH2:10][O:11]2>>[NH2:1][c:2]1[c:3]([NH2:16])[cH:4][c:5]([C:12](=[O:13])[O:14][CH3:15])[c:6]2[c:7]1[O:8][CH2:9][CH2:10][O:11]2.